Dataset: the Open Reaction Database (ORD), a public repository of structured organic reaction records. Task: describe an organic reaction: reactants, conditions, products, and yield Reactants: C1CCOC1, CI, CCCCCC, B1C2CCCC1CCC2, N#Cc1c(N)nc(-c2ccccc2)nc1-c1ccc(Cl)cc1Cl, NCCO. Yields the product CNCc1c(N)nc(-c2ccccc2)nc1-c1ccc(Cl)cc1Cl. As a reaction SMILES: [CH2:45]1[O:46][CH2:47][CH2:48][CH2:49]1.[CH3:33][I:34].[CH3:39][CH2:40][CH2:41][CH2:42][CH2:43][CH3:44].[CH:1]12[CH2:2][CH2:3][CH2:4][CH:5]([BH:6]1)[CH2:7][CH2:8][CH2:9]2.[NH2:10][c:11]1[n:12][c:13](-[c:27]2[cH:28][cH:29][cH:30][cH:31][cH:32]2)[n:14][c:15](-[c:19]2[c:20]([Cl:26])[cH:21][c:22]([Cl:25])[cH:23][cH:24]2)[c:16]1[C:17]#[N:18].[NH2:35][CH2:36][CH2:37][OH:38]>>[CH3:1][NH:18][CH2:17][c:16]1[c:11]([NH2:10])[n:12][c:13](-[c:27]2[cH:28][cH:29][cH:30][cH:31][cH:32]2)[n:14][c:15]1-[c:19]1[c:20]([Cl:26])[cH:21][c:22]([Cl:25])[cH:23][cH:24]1. The reactants are ClC1=CC=C(OCC2=NC3=C(N2CCCC2CN(CCC2)C(=O)OC(C)(C)C)C=CC=C3O)C=C1 ((RS) 2-(4-chlorophenoxymethyl)-4-hydroxy-1-[3-[1-(t-butoxycarbonyl)piperidin-3-yl]propyl]benzimidazole), [H-].[Na+] (sodium hydride), C(CCCC)Br (pentyl bromide). Solvent: CN(C=O)C (N,N-dimethylformamide). Product: ClC1=CC=C(OCC2=NC3=C(N2CCCC2CN(CCC2)C(=O)OC(C)(C)C)C=CC=C3OCCCCCC3CN(CCC3)C(=O)OC(C)(C)C)C=C1 ((RS) 2-(4-chlorophenoxymethyl)-4-[5-[1-(t-butoxycarbonyl)piperidin-3-yl]pentoxy]-1-[3-[1-(t-butoxycarbonyl)piperidin-3-yl]propyl]-benzimidazole). Reaction SMILES: [Cl:1][C:2]1[CH:35]=[CH:34][C:5]([O:6][CH2:7][C:8]2[N:12]([CH2:13][CH2:14][CH2:15][CH:16]3[CH2:21][CH2:20][CH2:19][N:18]([C:22]([O:24][C:25]([CH3:28])([CH3:27])[CH3:26])=[O:23])[CH2:17]3)[C:11]3[CH:29]=[CH:30][CH:31]=[C:32]([OH:33])[C:10]=3[N:9]=2)=[CH:4][CH:3]=1.[H-].[Na+].[CH2:38](Br)[CH2:39][CH2:40][CH2:41][CH3:42]>CN(C)C=O>[Cl:1][C:2]1[CH:3]=[CH:4][C:5]([O:6][CH2:7][C:8]2[N:12]([CH2:13][CH2:14][CH2:15][CH:16]3[CH2:21][CH2:20][CH2:19][N:18]([C:22]([O:24][C:25]([CH3:28])([CH3:27])[CH3:26])=[O:23])[CH2:17]3)[C:11]3[CH:29]=[CH:30][CH:31]=[C:32]([O:33][CH2:42][CH2:41][CH2:40][CH2:39][CH2:38][CH:20]4[CH2:21][CH2:16][CH2:17][N:18]([C:22]([O:24][C:25]([CH3:28])([CH3:27])[CH3:26])=[O:23])[CH2:19]4)[C:10]=3[N:9]=2)=[CH:34][CH:35]=1 |f:1.2|. Reported procedure: A solution of (RS) 2-(4-chlorophenoxymethyl)-4-hydroxy-1-[3-[1-(t-butoxycarbonyl)piperidin-3-yl]propyl]benzimidazole (75 mg, 0.15 mmol, 1.0 eq) in dry N,N-dimethylformamide (1.0 ml) was treated with sodium hydride (60% in oil, 7.5 mg, 0.18 mmol, 1.20 eq). The resulting mixture was stirred at room temperature for thirty minutes, after which time 5-[1-(t-butoxycarbonyl)piperidin-3-yl)]pentyl bromide (0.18 mmol, 1.2 eq) was added. The resulting mixture was stirred for three hours at 70° C. The reac...